This data is from the Open Reaction Database (ORD), a public repository of structured organic reaction records. The task is: describe an organic reaction: reactants, conditions, products, and yield The reactants are [Na] (sodium), C(CC(=O)OCC)(=O)OCC (diethyl malonate), C1(=CC=C(C=C1)S(=O)(=O)OCCCC1CCN(CC1)C(=O)OCC1=CC=CC=C1)C (3-(1-benzyloxycarbonyl-4-piperidyl)propyl p-toluenesulfonate). The solvent is C(C)O (ethanol), O (water). The product is C(C1=CC=CC=C1)OC(=O)N1CCC(CC1)CCCC(C(=O)OCC)C(=O)OCC (ethyl 5-(1-benzyloxycarbonyl-4-piperidyl)-2-ethoxycarbonylvalerate). Reaction SMILES: [Na].[C:2]([O:10][CH2:11][CH3:12])(=[O:9])[CH2:3][C:4]([O:6][CH2:7][CH3:8])=[O:5].C1(C)C=CC(S(O[CH2:23][CH2:24][CH2:25][CH:26]2[CH2:31][CH2:30][N:29]([C:32]([O:34][CH2:35][C:36]3[CH:41]=[CH:40][CH:39]=[CH:38][CH:37]=3)=[O:33])[CH2:28][CH2:27]2)(=O)=O)=CC=1>C(O)C.O>[CH2:35]([O:34][C:32]([N:29]1[CH2:30][CH2:31][CH:26]([CH2:25][CH2:24][CH2:23][CH:3]([C:4]([O:6][CH2:7][CH3:8])=[O:5])[C:2]([O:10][CH2:11][CH3:12])=[O:9])[CH2:27][CH2:28]1)=[O:33])[C:36]1[CH:37]=[CH:38][CH:39]=[CH:40][CH:41]=1 |^1:0|. Procedure: To a solution of sodium (5.8 g) in ethanol (300 ml) are added diethyl malonate (40 g) and 3-(1-benzyloxycarbonyl-4-piperidyl)propyl p-toluenesulfonate (90.5 g). The resulting mixture is refluxed for 2 hours with stirring, cooled, diluted with water (1 l) and extracted with ethyl acetate (500 ml). The extract is dried over magnesium sulfate and evaporated in vacuo to give ethyl 5-(1-benzyloxycarbonyl-4-piperidyl)-2-ethoxycarbonylvalerate as an oil. To the stirred solution of this oil in ethanol (...